From a dataset of the Open Reaction Database (ORD), a public repository of structured organic reaction records. describe an organic reaction: reactants, conditions, products, and yield Starting materials: CN(S(=O)(=O)Cl)C (Dimethylsulphamoyl chloride), C(#N)C=1NC=C(N1)C1=C(C=CC=C1)[N+](=O)[O-] (2-cyano-4-(2-nitrophenyl)-1H-imidazole), [H-].[Na+] (sodium hydride), ice water. The product is C(#N)C=1N(C=C(N1)C1=C(C=CC=C1)[N+](=O)[O-])S(N(C)C)(=O)=O (2-cyano-1-(dimethylsulphamoyl)4-(2-nitrophenyl)imidazole). RXN SMILES: [CH3:1][N:2]([CH3:7])[S:3](Cl)(=[O:5])=[O:4].[C:8]([C:10]1[NH:11][CH:12]=[C:13]([C:15]2[CH:20]=[CH:19][CH:18]=[CH:17][C:16]=2[N+:21]([O-:23])=[O:22])[N:14]=1)#[N:9].[H-].[Na+]>>[C:8]([C:10]1[N:11]([S:3](=[O:5])(=[O:4])[N:2]([CH3:7])[CH3:1])[CH:12]=[C:13]([C:15]2[CH:20]=[CH:19][CH:18]=[CH:17][C:16]=2[N+:21]([O-:23])=[O:22])[N:14]=1)#[N:9] |f:2.3|. Reported procedure: Dimethylsulphamoyl chloride (0.54 ml) was added to a mixture of 2-cyano-4-(2-nitrophenyl)-1H-imidazole (0.865 g) and sodium hydride (150 mg of 80% in oil). The mixture was heated under reflux for one hour and then poured into ice/water and extracted with ethyl acetate. The extract was washed with brine, dried and evaporated. The residual oil slowly solidified and was washed with ether and filtered to give 2-cyano-1-(dimethylsulphamoyl)4-(2-nitrophenyl)imidazole, m.p. 111°-4°. (Compound 4)